Dataset: the Open Reaction Database (ORD), a public repository of structured organic reaction records. Task: describe an organic reaction: reactants, conditions, products, and yield Reactants: CN(C)C=O, O=C(O)CCc1c(-c2ccc(Cl)cc2)[nH]c2ccc(Cl)cc12, [H-], CI, [Na+], O. Yields the product Cn1c(-c2ccc(Cl)cc2)c(CCC(=O)O)c2cc(Cl)ccc21. As a reaction SMILES: [CH3:28][N:29]([CH3:30])[CH:31]=[O:32].[Cl:3][c:4]1[cH:5][c:6]2[c:7]([CH2:20][CH2:21][C:22](=[O:23])[OH:24])[c:8](-[c:13]3[cH:14][cH:15][c:16]([Cl:19])[cH:17][cH:18]3)[nH:9][c:10]2[cH:11][cH:12]1.[H-:1].[I:25][CH3:26].[Na+:2].[OH2:27]>>[Cl:3][c:4]1[cH:5][c:6]2[c:7]([CH2:20][CH2:21][C:22](=[O:23])[OH:24])[c:8](-[c:13]3[cH:14][cH:15][c:16]([Cl:19])[cH:17][cH:18]3)[n:9]([CH3:26])[c:10]2[cH:11][cH:12]1. Starting materials: FC(C=1C=C(OC(C(=O)N)C2=CC=C(C=C2)Cl)C=CC1)(F)F ((3-Trifluoromethylphenoxy) (4-chlorophenyl)acetamide), P(=O)(Cl)(Cl)Cl (phosphorus oxychloride). Run in C(C)N(CC)CC (triethylamine). The product is FC(C=1C=C(OC(C#N)C2=CC=C(C=C2)Cl)C=CC1)(F)F ((3-Trifluoromethylphenoxy) (4-chlorophenyl)acetonitrile). As a reaction SMILES: [F:1][C:2]([F:22])([F:21])[C:3]1[CH:4]=[C:5]([CH:18]=[CH:19][CH:20]=1)[O:6][CH:7]([C:11]1[CH:16]=[CH:15][C:14]([Cl:17])=[CH:13][CH:12]=1)[C:8]([NH2:10])=O.P(Cl)(Cl)(Cl)=O>C(N(CC)CC)C>[F:21][C:2]([F:1])([F:22])[C:3]1[CH:4]=[C:5]([CH:18]=[CH:19][CH:20]=1)[O:6][CH:7]([C:11]1[CH:16]=[CH:15][C:14]([Cl:17])=[CH:13][CH:12]=1)[C:8]#[N:10]. Procedure details: (3-Trifluoromethylphenoxy) (4-chlorophenyl)acetamide, (33.0 g., 0.1 mole) is dissolved in 250 ml. of phosphorus oxychloride and triethylamine (22.2 g.) is added over a 45-minute period with stirring while maintaining the temperature of the solution at 0°-2°C. Over a period of an hour the temperature is allowed to rise to 25°C. and then the solution is heated under reflux for 30 minutes. The solution is concentrated in vacuo (about 200 mm.) to remove volatile products and excess phosphorus oxychl... The product is C(C=C)(=O)O.NC(=O)OCC (Urethane Acrylate). Reaction SMILES: CCCCCCCCC[CH2:10][CH2:11][C:12]([O:14][Sn](O[C:25]([CH2:27]CCCCCCCCCC)=[O:26])(CCCC)CCCC)=[O:13].CC1(C)CC(C[N:47]=[C:48]=[O:49])(C)CC(N=C=O)C1>>[C:12]([OH:14])(=[O:13])[CH:11]=[CH2:10].[NH2:47][C:48]([O:26][CH2:25][CH3:27])=[O:49] |f:2.3|. Reported procedure: Into the same flask as in Production Example 1, 993 g of tri- and tetra-acrylate of pentaerythritol [ARONIX M-305 produced by To a Gosei Co., Ltd.; hereinafter referred to as “M-305”] (containing 2 mol of triacrylate), 0.61 g of BHT and 0.36 g of DBTL are prepared, and is stirred at a liquid temperature of 70 to 75° C., while 222 g (1.0 mol) of IPDI is dropped into the flask. Starting materials: triacrylate, CCCCCCCCCCCC(=O)O[Sn](CCCC)(CCCC)OC(=O)CCCCCCCCCCC (DBTL), CC1(CC(CC(C1)(C)CN=C=O)N=C=O)C (IPDI). Reactants: ClN1C(CCC1=O)=O (N-chlorosuccinimide), BrN1C(CCC1=O)=O (N-bromosuccinimide), IN1C(CCC1=O)=O (N-iodosuccinimide). Product: N1=CNC2=C1C=CC=C2 (benzoimidazole). Reaction SMILES: Cl[N:2]1[C:6](=O)[CH2:5][CH2:4][C:3]1=O.Br[N:10]1C(=O)CC[C:11]1=O.IN1C(=O)C[CH2:20][C:19]1=O>>[N:10]1[C:5]2[CH:4]=[CH:3][CH:19]=[CH:20][C:6]=2[NH:2][CH:11]=1. Reported procedure: Compounds of Formula (I) can be formed as shown in Scheme I. The thiols (L=S) or phenols (L=O) (i) can be alkylated using standard alkylating conditions (Cy3COC(R1R2)—X (ii), X=leaving group, such as halo (Br, Cl, I or mesylate) or Mitsunobu conditions (e.g., Cy3COC(R1R2)—X, where X═OH (ii), DEAD, Ph3P) to afford thioether or ether derivatives (iii), respectively. Cyclization in situ or upon heating can afford imine (iv) which upon treatment with a Grignard reagent of formula R4—MgX1 (X1=halo) a... The reactants are CN1C(N(C(C2=C1C(=CN2)C)=O)C)=O (1,3,7-Trimethyl-1H-pyrrolo[3,2-d]pyrimidine-2,4(3H,5H)-dione), BrBr (bromine). The solvent is C(C)(=O)O (acetic acid), C(C)(=O)O (acetic acid), O (water), O (water). Reaction conditions: time 3 hour. The product is BrC1=CNC2=C1N(C(N(C2=O)C)=O)C (7-Bromo-1,3-dimethyl-1H-pyrrolo[3,2-d]pyrimidine-2,4(3H,5H)-dione). Isolated yield 57.4%. Reaction SMILES: [CH3:1][N:2]1[C:7]2[C:8](C)=[CH:9][NH:10][C:6]=2[C:5](=[O:12])[N:4]([CH3:13])[C:3]1=[O:14].[Br:15]Br>C(O)(=O)C.O>[Br:15][C:8]1[C:7]2[N:2]([CH3:1])[C:3](=[O:14])[N:4]([CH3:13])[C:5](=[O:12])[C:6]=2[NH:10][CH:9]=1. Reported procedure: To a solution of Intermediate 1 (500 mg, 2.800 mmol) in acetic acid (5 mL) was added a solution of bromine (430 mg, 2.700 mmol) in acetic acid (5 mL) dropwise with stirring, after which water (1.2 mL) was added. The reaction mixture was stirred for another 20 min and diluted with two volumes of cold water. After 3 h, the precipitate was filtered off and washed with diethyl ether to afford 400 mg of the product as a white solid; 1H NMR (δ ppm, 300 MHz, DMSO-d6) 3.23 (s, 3H), 3.65 (s, 3H), 7.42 (s... Starting materials: C1(CC1)C=1C(=NC=C(C(=O)O)C1)OCC1CC1 (5-cyclopropyl-6-cyclopropylmethoxy-nicotinic acid), Cl.FC1=CC=C(C=C1)N(N)C (1-(4-fluorophenyl)-1-methylhydrazine hydrochloride), CN(C)C(=[N+](C)C)ON1C2=C(C=CC=C2)N=N1.[B-](F)(F)(F)F (TBTU), C(C)(C)N(C(C)C)CC (N,N-diisopropylethylamine). Solvent: CN(C)C=O (DMF), O1CCCC1 (tetrahydrofuran). Reaction conditions: time 8 hour. Product: FC1=CC=C(C=C1)N(NC(C1=CN=C(C(=C1)C1CC1)OCC1CC1)=O)C (5-Cyclopropyl-6-cyclopropylmethoxy-nicotinic acid N′-(4-fluoro-phenyl)-N′-methyl-hydrazide). Isolated yield 97.5%. RXN SMILES: [CH:1]1([C:4]2[C:5]([O:13][CH2:14][CH:15]3[CH2:17][CH2:16]3)=[N:6][CH:7]=[C:8]([CH:12]=2)[C:9]([OH:11])=O)[CH2:3][CH2:2]1.CN(C(ON1N=NC2C=CC=CC1=2)=[N+](C)C)C.[B-](F)(F)(F)F.C(N(CC)C(C)C)(C)C.Cl.[F:50][C:51]1[CH:56]=[CH:55][C:54]([N:57]([CH3:59])[NH2:58])=[CH:53][CH:52]=1>CN(C=O)C.O1CCCC1>[F:50][C:51]1[CH:56]=[CH:55][C:54]([N:57]([CH3:59])[NH:58][C:9](=[O:11])[C:8]2[CH:12]=[C:4]([CH:1]3[CH2:2][CH2:3]3)[C:5]([O:13][CH2:14][CH:15]3[CH2:17][CH2:16]3)=[N:6][CH:7]=2)=[CH:53][CH:52]=1 |f:1.2,4.5|. Reported procedure: In a 10 mL two-necked flask, the above prepared 5-cyclopropyl-6-cyclopropylmethoxy-nicotinic acid (70 mg, 300 μmol, Eq: 1.00) was combined with tetrahydrofuran (3 mL) and DMF (1 mL) to give a colorless solution. TBTU (145 mg, 450 μmol, Eq: 1.5) and N,N-diisopropylethylamine (194 mg, 262 μl, 1.5 mmol, Eq: 5) were added and the reaction mixture stirred for 10 min at rt, before 1-(4-fluorophenyl)-1-methylhydrazine hydrochloride (63.6 mg, 360 μmol, Eq: 1.2, CAN 1978-54-7) was added and the reaction ...